From a dataset of the Open Reaction Database (ORD), a public repository of structured organic reaction records. describe an organic reaction: reactants, conditions, products, and yield Reactants: CC(C)(C)OC(=O)C1CCCN1CC(O)C(Cc1ccccc1)NC(=O)C(N)CC(N)=O, CCOC(C)=O, CCCCCC, CCN(C(C)C)C(C)C, Cc1ccc(S(=O)(=O)Cl)cc1. Product: Cc1ccc(S(=O)(=O)NC(CC(N)=O)C(=O)NC(Cc2ccccc2)C(O)CN2CCCC2C(=O)OC(C)(C)C)cc1. RXN SMILES: [C:1]([CH3:2])([CH3:3])([CH3:4])[O:5][C:6]([CH:7]1[N:8]([CH2:12][CH:13]([CH:14]([CH2:15][c:16]2[cH:17][cH:18][cH:19][cH:20][cH:21]2)[NH:22][C:23]([CH:24]([NH2:25])[CH2:26][C:27]([NH2:28])=[O:29])=[O:30])[OH:31])[CH2:9][CH2:10][CH2:11]1)=[O:32].[CH2:59]([O:60][C:61](=[O:62])[CH3:63])[CH3:64].[CH3:53][CH2:54][CH2:55][CH2:56][CH2:57][CH3:58].[CH:44]([N:45]([CH:46]([CH3:47])[CH3:48])[CH2:49][CH3:50])([CH3:51])[CH3:52].[c:33]1([CH3:43])[cH:34][cH:35][c:36]([S:39](=[O:40])(=[O:41])[Cl:42])[cH:37][cH:38]1>>[C:1]([CH3:2])([CH3:3])([CH3:4])[O:5][C:6]([CH:7]1[N:8]([CH2:12][CH:13]([CH:14]([CH2:15][c:16]2[cH:17][cH:18][cH:19][cH:20][cH:21]2)[NH:22][C:23]([CH:24]([NH:25][S:39]([c:36]2[cH:35][cH:34][c:33]([CH3:43])[cH:38][cH:37]2)(=[O:40])=[O:41])[CH2:26][C:27]([NH2:28])=[O:29])=[O:30])[OH:31])[CH2:9][CH2:10][CH2:11]1)=[O:32]. Starting materials: [BH4-], CCO, [Cl-], [NH4+], [Na+], CC(Oc1ccc(-c2nc(-c3ccc4nc[nH]c4c3)no2)cc1C=O)C(F)(F)F. Yields the product Cl, CC(Oc1ccc(-c2nc(-c3ccc4[nH]cnc4c3)no2)cc1CO)C(F)(F)F. RXN SMILES: [BH4-:30].[CH3:34][CH2:35][OH:36].[Cl-:32].[NH4+:33].[Na+:31].[nH:1]1[cH:2][n:3][c:4]2[c:5]1[cH:6][c:7](-[c:10]1[n:11][o:12][c:13](-[c:15]3[cH:16][cH:17][c:18]([O:23][CH:24]([C:25]([F:26])([F:27])[F:28])[CH3:29])[c:19]([CH:20]=[O:21])[cH:22]3)[n:14]1)[cH:8][cH:9]2>>[ClH:32].[n:1]1[cH:2][nH:3][c:4]2[c:5]1[cH:6][c:7](-[c:10]1[n:11][o:12][c:13](-[c:15]3[cH:16][cH:17][c:18]([O:23][CH:24]([C:25]([F:26])([F:27])[F:28])[CH3:29])[c:19]([CH2:20][OH:21])[cH:22]3)[n:14]1)[cH:8][cH:9]2. Starting materials: CN(C)C=O, CN1CCN(S(=O)(=O)CCCO)CC1, Cc1cc2nccn2nc1Cl, [H-], [Na+], C1CCOC1, O. The product is Cc1cc2nccn2nc1OCCCS(=O)(=O)N1CCN(C)CC1. Reaction SMILES: [CH3:29][N:30]([CH3:31])[CH:32]=[O:33].[CH3:3][N:4]1[CH2:5][CH2:6][N:7]([S:10](=[O:11])(=[O:12])[CH2:13][CH2:14][CH2:15][OH:16])[CH2:8][CH2:9]1.[Cl:17][c:18]1[c:19]([CH3:27])[cH:20][c:21]2[n:22]([n:23]1)[cH:24][cH:25][n:26]2.[H-:1].[Na+:2].[O:34]1[CH2:35][CH2:36][CH2:37][CH2:38]1.[OH2:28]>>[CH3:3][N:4]1[CH2:5][CH2:6][N:7]([S:10](=[O:11])(=[O:12])[CH2:13][CH2:14][CH2:15][O:16][c:18]2[c:19]([CH3:27])[cH:20][c:21]3[n:22]([n:23]2)[cH:24][cH:25][n:26]3)[CH2:8][CH2:9]1. The reactants are COc1cc(CCc2cc(N)[nH]n2)cc(OC)c1, C[Al](C)C, Cc1ccccc1, COC(=O)c1ccc(C2CCN(C3CC3)CC2)cc1. The product is COc1cc(CCc2cc(NC(=O)c3ccc(C4CCN(C5CC5)CC4)cc3)[nH]n2)cc(OC)c1. As a reaction SMILES: [CH3:20][O:21][c:22]1[cH:23][c:24]([CH2:30][CH2:31][c:32]2[cH:33][c:34]([NH2:37])[nH:35][n:36]2)[cH:25][c:26]([O:28][CH3:29])[cH:27]1.[CH3:38][Al:39]([CH3:40])[CH3:41].[CH3:42][c:43]1[cH:44][cH:45][cH:46][cH:47][cH:48]1.[CH:1]1([N:4]2[CH2:5][CH2:6][CH:7]([c:10]3[cH:11][cH:12][c:13]([C:14]([O:16][CH3:15])=[O:17])[cH:18][cH:19]3)[CH2:8][CH2:9]2)[CH2:2][CH2:3]1>>[CH:1]1([N:4]2[CH2:5][CH2:6][CH:7]([c:10]3[cH:11][cH:12][c:13]([C:14](=[O:16])[NH:37][c:34]4[cH:33][c:32]([CH2:31][CH2:30][c:24]5[cH:23][c:22]([O:21][CH3:20])[cH:27][c:26]([O:28][CH3:29])[cH:25]5)[n:36][nH:35]4)[cH:18][cH:19]3)[CH2:8][CH2:9]2)[CH2:2][CH2:3]1. The reactants are CCN=C=NCCCN(C)C, CCN(C(C)C)C(C)C, Cl, O=C(O)c1ccccc1OC(F)(F)F, O=C(NCC(=O)N1CCNCC1)c1ccc(-c2ccccc2)cc1, CN(C)C=O, O, On1nnc2ccccc21. The product is O=C(NCC(=O)N1CCN(C(=O)c2ccccc2OC(F)(F)F)CC1)c1ccc(-c2ccccc2)cc1. RXN SMILES: [CH3:34][CH2:35][N:36]=[C:37]=[N:38][CH2:39][CH2:40][CH2:41][N:42]([CH3:43])[CH3:44].[CH:1]([N:2]([CH2:3][CH3:4])[CH:5]([CH3:6])[CH3:7])([CH3:8])[CH3:9].[ClH:45].[F:10][C:11]([O:12][c:13]1[c:14]([C:15](=[O:16])[OH:17])[cH:18][cH:19][cH:20][cH:21]1)([F:22])[F:23].[O:46]=[C:47]([CH2:48][NH:49][C:50](=[O:51])[c:52]1[cH:53][cH:54][c:55](-[c:58]2[cH:59][cH:60][cH:61][cH:62][cH:63]2)[cH:56][cH:57]1)[N:64]1[CH2:65][CH2:66][NH:67][CH2:68][CH2:69]1.[O:70]=[CH:71][N:72]([CH3:73])[CH3:74].[OH2:75].[OH:24][n:25]1[c:26]2[c:27]([cH:28][cH:29][cH:30][cH:31]2)[n:32][n:33]1>>[F:10][C:11]([O:12][c:13]1[c:14]([C:15](=[O:17])[N:67]2[CH2:66][CH2:65][N:64]([C:47](=[O:46])[CH2:48][NH:49][C:50](=[O:51])[c:52]3[cH:53][cH:54][c:55](-[c:58]4[cH:59][cH:60][cH:61][cH:62][cH:63]4)[cH:56][cH:57]3)[CH2:69][CH2:68]2)[cH:18][cH:19][cH:20][cH:21]1)([F:22])[F:23]. Reactants: FC1=CC=C(C(=O)C2CCN(CC2)CCC2=C(N=C3N(C2=O)C=CC=C3)C)C=C1 (3-[2-[4-(4-fluorobenzoyl)-1-piperidinyl]ethyl]-2-methyl-4H-pyrido[1,2-a]pyrimidin-4-one), C(\C=C/C(=O)O)(=O)O ((Z)-2-butenedioic acid). Solvent: CC(C)O (2-propanol), CC(C)O (2-propanol). The product is C(\C=C/C(=O)O)(=O)O.FC1=CC=C(C(=O)C2CCN(CC2)CCC2=C(N=C3N(C2=O)C=CC=C3)C)C=C1 (3-[2-[4-(4-fluorobenzoyl)-1-piperidinyl]ethyl]-2-methyl-4H-pyrido[1,2-a]pyrimidin-4-one (Z)-2-butenedioate). Isolated yield 82.0%. RXN SMILES: [F:1][C:2]1[CH:29]=[CH:28][C:5]([C:6]([CH:8]2[CH2:13][CH2:12][N:11]([CH2:14][CH2:15][C:16]3[C:21](=[O:22])[N:20]4[CH:23]=[CH:24][CH:25]=[CH:26][C:19]4=[N:18][C:17]=3[CH3:27])[CH2:10][CH2:9]2)=[O:7])=[CH:4][CH:3]=1.[C:30]([OH:37])(=[O:36])/[CH:31]=[CH:32]\[C:33]([OH:35])=[O:34]>CC(O)C>[C:30]([OH:37])(=[O:36])/[CH:31]=[CH:32]\[C:33]([OH:35])=[O:34].[F:1][C:2]1[CH:3]=[CH:4][C:5]([C:6]([CH:8]2[CH2:9][CH2:10][N:11]([CH2:14][CH2:15][C:16]3[C:21](=[O:22])[N:20]4[CH:23]=[CH:24][CH:25]=[CH:26][C:19]4=[N:18][C:17]=3[CH3:27])[CH2:12][CH2:13]2)=[O:7])=[CH:28][CH:29]=1 |f:3.4|. Procedure details: To a stirred solution of 2 parts of 3-[2-[4-(4-fluorobenzoyl)-1-piperidinyl]ethyl]-2-methyl-4H-pyrido[1,2-a]pyrimidin-4-one in 32 parts of 2-propanol is added a solution of 0.59 parts of (Z)-2-butenedioic acid in 16 parts of 2-propanol. The product is allowed to crystallize. It is filtered off and dried, yielding 2.1 parts (82%) of 3-[2-[4-(4-fluorobenzoyl)-1-piperidinyl]ethyl]-2-methyl-4H-pyrido[1,2-a]pyrimidin-4-one (Z)-2-butenedioate (1:1); mp. 180.2° C.